From a dataset of the Open Reaction Database (ORD), a public repository of structured organic reaction records. describe an organic reaction: reactants, conditions, products, and yield The reactants are CC(C)C(=O)Nc1cccc(C2CCNCC2)c1, Cn1nc(-c2ccc(C=O)s2)cc1C(F)(F)F. Yields the product CC(C)C(=O)Nc1cccc(C2CCN(Cc3ccc(-c4cc(C(F)(F)F)n(C)n4)s3)CC2)c1. As a reaction SMILES: [CH3:18][CH:19]([C:20](=[O:21])[NH:22][c:23]1[cH:24][c:25]([CH:29]2[CH2:30][CH2:31][NH:32][CH2:33][CH2:34]2)[cH:26][cH:27][cH:28]1)[CH3:35].[CH3:1][n:2]1[n:3][c:4](-[c:11]2[cH:12][cH:13][c:14]([CH:16]=[O:17])[s:15]2)[cH:5][c:6]1[C:7]([F:8])([F:9])[F:10]>>[CH3:1][n:2]1[n:3][c:4](-[c:11]2[cH:12][cH:13][c:14]([CH2:16][N:32]3[CH2:31][CH2:30][CH:29]([c:25]4[cH:24][c:23]([NH:22][C:20]([CH:19]([CH3:18])[CH3:35])=[O:21])[cH:28][cH:27][cH:26]4)[CH2:34][CH2:33]3)[s:15]2)[cH:5][c:6]1[C:7]([F:8])([F:9])[F:10]. Starting materials: C(C)(C)(C)N1N=C(C=2C1=NC=NC2N)C2=CC=C(C=C2)N (1-tert-butyl-3-(4-aminophenyl)-1H-pyrazolo[3,4-d]pyrimidin-4-amine). Solvent: C(=O)O (formic acid), Cl (HCl). Run at time 30 minute. Yields the product NC1=CC=C(C=C1)C1=NNC2=NC=NC(=C21)N (3-(4-aminophenyl)-1H-pyrazolo[3,4-d]pyrimidin-4-amine). Reaction SMILES: C([N:5]1[C:9]2=[N:10][CH:11]=[N:12][C:13]([NH2:14])=[C:8]2[C:7]([C:15]2[CH:20]=[CH:19][C:18]([NH2:21])=[CH:17][CH:16]=2)=[N:6]1)(C)(C)C>C(O)=O.Cl>[NH2:21][C:18]1[CH:19]=[CH:20][C:15]([C:7]2[C:8]3[C:9](=[N:10][CH:11]=[N:12][C:13]=3[NH2:14])[NH:5][N:6]=2)=[CH:16][CH:17]=1. Procedure: 1-tert-butyl-3-(4-aminophenyl)-1H-pyrazolo[3,4-d]pyrimidin-4-amine (9 mg, 0.032 mmol) was dissolved in a solution of formic acid (1 mL) and conc. HCl (0.2 mL) and heated to reflux. The reaction was allowed to proceed 30 min., then concentrated in vacuo and the products purified by RP-HPLC (MeCN:H2O:0.1% TFA). ESI-MS (M+H)+ m/z calcd 227.1, found 227.3. Starting materials: O (water), C(C)(=O)NC1CCNCC1 (4-acetamidopiperidine), C([O-])([O-])=O.[K+].[K+] (potassium carbonate), ClC1=NC(=CC=C1)OC (2-chloro-6-methoxypyridine). Run in CS(=O)C (dimethylsulfoxide). Reaction conditions: temperature 130 celsius, time 50 hour. Yields the product C(C)(=O)NC1CCN(CC1)C1=NC(=CC=C1)OC (4-acetamido-1-(6-methoxy-2-pyridyl)piperidine). Yield: 43.0%. RXN SMILES: [C:1]([NH:4][CH:5]1[CH2:10][CH2:9][NH:8][CH2:7][CH2:6]1)(=[O:3])[CH3:2].C(=O)([O-])[O-].[K+].[K+].Cl[C:18]1[CH:23]=[CH:22][CH:21]=[C:20]([O:24][CH3:25])[N:19]=1.O>CS(C)=O>[C:1]([NH:4][CH:5]1[CH2:10][CH2:9][N:8]([C:18]2[CH:23]=[CH:22][CH:21]=[C:20]([O:24][CH3:25])[N:19]=2)[CH2:7][CH2:6]1)(=[O:3])[CH3:2] |f:1.2.3|. Procedure details: A mixture of 0.088 mole of 4-acetamidopiperidine, 15 g of potassium carbonate, 0.088 mole of 2-chloro-6-methoxypyridine in 100 ml of dimethylsulfoxide is heated with stirring to 130° C. for 50 hours, then it is cooled, the mixture is poured into water and the suspension thus obtained is extracted with diethyl ether. The aqueous phase is extracted with methylene chloride, the organic phase is washed with water, it is dried on anhydrous sodium sulfate and evaporated to dryness. 4-acetamido-1-(6-me... Reactants: CCOC(C)=O, CC(C)(C)OC(=O)NC(CC(=O)N1CCn2c(C(F)(F)F)nc(C(=O)OCCOC(=O)OC3CCCCC3)c2C1)Cc1cc(F)c(F)cc1F, Cl. Product: NC(CC(=O)N1CCn2c(C(F)(F)F)nc(C(=O)OCCOC(=O)OC3CCCCC3)c2C1)Cc1cc(F)c(F)cc1F, Cl. Reaction SMILES: [CH3:52][CH2:53][O:54][C:55](=[O:56])[CH3:57].[CH:1]1([O:7][C:8](=[O:9])[O:10][CH2:11][CH2:12][O:13][C:14](=[O:15])[c:16]2[n:17][c:18]([C:47]([F:48])([F:49])[F:50])[n:19]3[c:20]2[CH2:21][N:22]([C:25]([CH2:26][CH:27]([CH2:28][c:29]2[c:30]([F:37])[cH:31][c:32]([F:36])[c:33]([F:35])[cH:34]2)[NH:38][C:39]([O:40][C:41]([CH3:42])([CH3:43])[CH3:44])=[O:45])=[O:46])[CH2:23][CH2:24]3)[CH2:2][CH2:3][CH2:4][CH2:5][CH2:6]1.[ClH:51]>>[CH:1]1([O:7][C:8](=[O:9])[O:10][CH2:11][CH2:12][O:13][C:14](=[O:15])[c:16]2[n:17][c:18]([C:47]([F:48])([F:49])[F:50])[n:19]3[c:20]2[CH2:21][N:22]([C:25]([CH2:26][CH:27]([CH2:28][c:29]2[c:30]([F:37])[cH:31][c:32]([F:36])[c:33]([F:35])[cH:34]2)[NH2:38])=[O:46])[CH2:23][CH2:24]3)[CH2:2][CH2:3][CH2:4][CH2:5][CH2:6]1.[ClH:51]. Starting materials: aldehyde, C(CCC)[Li] (n-butyl lithium), C(CC(=O)C)(=O)OC (methyl acetoacetate), [H-].[Na+] (NaH), ClC1=C(C=O)C=CC=C1 (2- chlorobenzaldehyde). The solvent is O1CCCC1 (tetrahydrofuran), CCCCCC (hexane). Reaction conditions: temperature 0 celsius, time 10 minute. The product is ClC1=C(C=CC=C1)C1CC(=CC(O1)=O)O (6-(2-Chlorophenyl)-5,6-dihydro-4-hydroxy- 2H-pyran-2-one), solid. Reaction SMILES: [C:1]([O:7][CH3:8])(=[O:6])[CH2:2][C:3]([CH3:5])=[O:4].[H-].[Na+].C([Li])CCC.[Cl:16][C:17]1[CH:24]=[CH:23][CH:22]=[CH:21][C:18]=1C=O>CCCCCC.O1CCCC1>[Cl:16][C:17]1[CH:24]=[CH:23][CH:22]=[CH:21][C:18]=1[CH:8]1[O:7][C:1](=[O:6])[CH:2]=[C:3]([OH:4])[CH2:5]1 |f:1.2|. Reported procedure: The title compound was prepared as described in General Method 1 using 2.5 mL of methyl acetoacetate, 1.0 g of NaH 60% dispersion in oil, 12.5 mL of 2.0M n-butyl lithium in hexane, 3.3 mL of 2- chlorobenzaldehyde and 75 mL of tetrahydrofuran. After addition of the aldehyde, the reaction was stirred for 10 minutes at 0° C. then stirred for 2 hours at room temperature. The crude product was triturated from diethyl ether to afford a solid (m.p. 124°-125° C.). 1H NMR (CDCl3) δ 2.63 (dd, 1 H), 3.10 (... Reactants: CC(C)(C)[O-].[K+] (t-BuOK), O1CCOC12CCC(CC2)=O (1.4-dioxaspiro[4.5]decan-8-one), O (water). The reagents and catalysts are [Br-].C[P+](C1=CC=CC=C1)(C1=CC=CC=C1)C1=CC=CC=C1 (methyltriphenylphosphonium bromide). Run in C1CCOC1 (THF), C1CCOC1 (THF). Reaction conditions: time 1 hour. The product is C=C1CCC2(OCCO2)CC1 (8-methylene-1,4-dioxaspiro[4.5]decane). The yield is 71.6%. RXN SMILES: [CH3:1]C([O-])(C)C.[K+].[O:7]1[C:11]2([CH2:16][CH2:15][C:14](=O)[CH2:13][CH2:12]2)[O:10][CH2:9][CH2:8]1.O>[Br-].C[P+](C1C=CC=CC=1)(C1C=CC=CC=1)C1C=CC=CC=1.C1COCC1>[CH2:1]=[C:14]1[CH2:15][CH2:16][C:11]2([O:10][CH2:9][CH2:8][O:7]2)[CH2:12][CH2:13]1 |f:0.1,4.5|. Procedure: In a reactor under nitrogen atmosphere, 200 mL of THF was added to 41.2 g of methyltriphenylphosphonium bromide, and the mixture was cooled to −20° C., to which 12.9 g of t-BuOK was added, followed by stirring for 1 hour. A solution containing 15.0 g of 1.4-dioxaspiro[4.5]decan-8-one dissolved in 200 mL of THF was added dropwise thereto, followed by stirring at −20° C. for 1 hour. The temperature of the reaction mixture was increased to room temperature, and 200 mL of water was added to the reac... Starting materials: ClC=1C=C(C=CC1S(=O)(=O)C)C(C(=O)O)CC1CCCC1 (2-(3-chloro-4-methanesulfonyl-phenyl)-3-cyclopentyl-propionic acid), NC1=NC=C(N=C1)Br (2-amino-5-bromopyrazine), N1=C(C=CC=C1C)C (2,6-lutidine), C(C(=O)Cl)(=O)Cl (oxalyl chloride). Reagents/catalysts: CN(C=O)C (N,N-dimethylformamide). Solvent: C(Cl)Cl (methylene chloride), C(C)(=O)OCC (ethyl acetate), O1CCCC1 (tetrahydrofuran). Reaction conditions: temperature 0 celsius, time 20 minute. The product is ethyl acetate hexanes, BrC=1N=CC(=NC1)NC(C(CC1CCCC1)C1=CC(=C(C=C1)S(=O)(=O)C)Cl)=O (N-(5-bromo-pyrazin-2-yl)-2-(3-chloro-4-methanesulfonyl-phenyl)-3-cyclopentyl-propionamide). The yield is 68.0%. As a reaction SMILES: [Cl:1][C:2]1[CH:3]=[C:4]([CH:12]([CH2:16][CH:17]2[CH2:21][CH2:20][CH2:19][CH2:18]2)[C:13]([OH:15])=O)[CH:5]=[CH:6][C:7]=1[S:8]([CH3:11])(=[O:10])=[O:9].C(Cl)(=O)C(Cl)=O.[NH2:28][C:29]1[CH:34]=[N:33][C:32]([Br:35])=[CH:31][N:30]=1.N1C(C)=CC=CC=1C>C(Cl)Cl.CN(C)C=O.O1CCCC1.C(OCC)(=O)C>[Br:35][C:32]1[N:33]=[CH:34][C:29]([NH:28][C:13](=[O:15])[CH:12]([C:4]2[CH:5]=[CH:6][C:7]([S:8]([CH3:11])(=[O:9])=[O:10])=[C:2]([Cl:1])[CH:3]=2)[CH2:16][CH:17]2[CH2:21][CH2:20][CH2:19][CH2:18]2)=[N:30][CH:31]=1. Reported procedure: A solution of 2-(3-chloro-4-methanesulfonyl-phenyl)-3-cyclopentyl-propionic acid (1.00 g, 3.023 mmol) in methylene chloride (16 mL) was cooled to 0° C. The reaction mixture was then treated with oxalyl chloride (1.15 mL, 13.18 mmol) followed by N,N-dimethylformamide (2 drops). The reaction mixture was stirred at 0° C. for 20 min and then at 25° C. for 2 h. The solution was then concentrated in vacuo. The residue was dissolved in methylene chloride (16 mL) and cooled to 0° C. To this solution was... Reactants: CN1C2=C(C(NC3=C1C=C(C(=C3)C)C)=O)CSC2 (1,3,4,9-tetrahydro-4,6,7-trimethyl-10H-thieno[3,4-b][1,5]benzodiazepin-10-one), N1=CC=CC=C1 (pyridine), ClN1C(CCC1=O)=O (N-chlorosuccinimide). The solvent is O (water). The product is CN1C=2C(C(NC3=C1C=C(C(=C3)C)C)=O)=CSC2 (4,9-Dihydro-4,6,7-trimethyl-10H-thieno[3,4-b]-[1,5]benzodiazepin-10-one). RXN SMILES: [CH3:1][N:2]1[C:8]2[CH:9]=[C:10]([CH3:14])[C:11]([CH3:13])=[CH:12][C:7]=2[NH:6][C:5](=[O:15])[C:4]2[CH2:16][S:17][CH2:18][C:3]1=2.N1C=CC=CC=1.ClN1C(=O)CCC1=O>O>[CH3:1][N:2]1[C:8]2[CH:9]=[C:10]([CH3:14])[C:11]([CH3:13])=[CH:12][C:7]=2[NH:6][C:5](=[O:15])[C:4]2=[CH:16][S:17][CH:18]=[C:3]12. Reported procedure: To a suspension of 0.40 g. of 1,3,4,9-tetrahydro-4,6,7-trimethyl-10H-thieno[3,4-b][1,5]benzodiazepin-10-one in 3 ml. of dry pyridine is added, in portions, a total of 0.21 g. of N-chlorosuccinimide. The resulting solution is heated on a steam bath for 15 minutes, cooled and diluted with water. The solid which separates is collected and recrystallized from methanol to give yellow crystals, m.p. 260°-262° C.